Dataset: the Open Reaction Database (ORD), a public repository of structured organic reaction records. Task: describe an organic reaction: reactants, conditions, products, and yield Product: ClC=1C=NC=C(C1SC1=C(C=C(S1)C(=O)NCC1=CC(=CC=C1)OCC)[N+](=O)[O-])Cl (5-((3,5-dichloropyridin-4-yl)thio)-N-(3-ethoxybenzyl)-4-nitrothiophene-2-carboxamide), solid. As a reaction SMILES: [Cl:1][C:2]1[CH:3]=[N:4][CH:5]=[C:6]([Cl:20])[C:7]=1[S:8][C:9]1[S:13][C:12]([C:14](Cl)=[O:15])=[CH:11][C:10]=1[N+:17]([O-:19])=[O:18].[CH2:21]([O:23][C:24]1[CH:25]=[C:26]([CH:29]=[CH:30][CH:31]=1)[CH2:27][NH2:28])[CH3:22]>>[Cl:1][C:2]1[CH:3]=[N:4][CH:5]=[C:6]([Cl:20])[C:7]=1[S:8][C:9]1[S:13][C:12]([C:14]([NH:28][CH2:27][C:26]2[CH:29]=[CH:30][CH:31]=[C:24]([O:23][CH2:21][CH3:22])[CH:25]=2)=[O:15])=[CH:11][C:10]=1[N+:17]([O-:19])=[O:18]. Isolated yield 45.0%. Reactants: ClC=1C=NC=C(C1SC1=C(C=C(S1)C(=O)Cl)[N+](=O)[O-])Cl (5-[(3,5-dichloro-4-pyridyl)sulfanyl]-4-nitro-thiophene-2-carbonyl chloride), C(C)OC=1C=C(CN)C=CC1 (3-ethoxybenzylamine). Procedure: Prepared according to the procedure described for example 50 from 5-[(3,5-dichloro-4-pyridyl)sulfanyl]-4-nitro-thiophene-2-carbonyl chloride (120 mg, 0.33 mmol) and 3-ethoxybenzylamine (58.3 mg, 0.39 mmol). The title compound was obtained as a solid (71 mg, 45% yield). 1H NMR (400 MHz, d6-DMSO) δ: 9.36 (1H, m), 8.99 (2H, s), 8.48 (1H, s), 7.22 (1H, m), 6.81 (3H, m), 4.36 (2H, m), 3.99 (2H, q), 1.30 (3H, t). MS m/z: 482.13, 484.10 [M+H]+.